From a dataset of the Open Reaction Database (ORD), a public repository of structured organic reaction records. describe an organic reaction: reactants, conditions, products, and yield The reactants are Cc1ccc(-c2oncc2CCC(=O)O)cc1, CO, O=S(=O)(O)O. The product is COC(=O)CCc1cnoc1-c1ccc(C)cc1. RXN SMILES: [CH3:1][c:2]1[cH:3][cH:4][c:5](-[c:8]2[c:9]([CH2:13][CH2:14][C:15](=[O:16])[OH:17])[cH:10][n:11][o:12]2)[cH:6][cH:7]1.[CH3:23][OH:24].[S:18](=[O:19])(=[O:20])([OH:21])[OH:22]>>[CH3:1][c:2]1[cH:3][cH:4][c:5](-[c:8]2[c:9]([CH2:13][CH2:14][C:15](=[O:16])[O:17][CH3:23])[cH:10][n:11][o:12]2)[cH:6][cH:7]1. The reactants are FC(C(=O)O)(F)F (trifluoroacetic acid), C(C)(=O)N1C(CC(C2=CC(=CC=C12)C1=CN=C(N1COCC[Si](C)(C)C)C)NC1=CC=C(C=C1)Cl)C (1-acetyl-6-{2-methyl-1-[[2-(trimethylsilyl)ethoxy]methyl]-1 H-imidazol-5-yl}-4-[(4-chlorophenyl)amino]-2-methyl-1,2,3,4-tetrahydroquinoline), FC(C(=O)O)(F)F (trifluoroacetic acid). Run in ClCCl (dichloromethane), ClCCl (dichloromethane). Conditions: time 3 hour. Yields the product C(C)(=O)N1C(CC(C2=CC(=CC=C12)C=1N=C(NC1)C)NC1=CC=C(C=C1)Cl)C (4-{1-acetyl-4-[(4-chlorophenyl)amino]-2-methyl-1,2,3,4-tetrahydroquinolin-6-yl}-2-methyl-1H-imidazole). RXN SMILES: [C:1]([N:4]1[C:13]2[C:8](=[CH:9][C:10]([C:14]3[N:18](COCC[Si](C)(C)C)[C:17]([CH3:27])=[N:16][CH:15]=3)=[CH:11][CH:12]=2)[CH:7]([NH:28][C:29]2[CH:34]=[CH:33][C:32]([Cl:35])=[CH:31][CH:30]=2)[CH2:6][CH:5]1[CH3:36])(=[O:3])[CH3:2].FC(F)(F)C(O)=O>ClCCl>[C:1]([N:4]1[C:13]2[C:8](=[CH:9][C:10]([C:14]3[N:18]=[C:17]([CH3:27])[NH:16][CH:15]=3)=[CH:11][CH:12]=2)[CH:7]([NH:28][C:29]2[CH:30]=[CH:31][C:32]([Cl:35])=[CH:33][CH:34]=2)[CH2:6][CH:5]1[CH3:36])(=[O:3])[CH3:2]. Procedure details: [Step 2] 12 mg (cis:trans=3:1) of 1-acetyl-6-{2-methyl-1-[[2-(trimethylsilyl)ethoxy]methyl]-1 H-imidazol-5-yl}-4-[(4-chlorophenyl)amino]-2-methyl-1,2,3,4-tetrahydroquinoline was dissolved in 1 mL of dichloromethane, and 0.5 mL of trifluoroacetic acid was added to the solution. The mixture was stirred for 3 hours at room temperature. After completion of the reaction, trifluoroacetic acid and dichloromethane were distilled off under reduced pressure. The resulting residue was neutralized with a sa... Reactants: NC=1C=C(CC2=NNC(C3=CC=CC=C23)=O)C=CC1F (4-(3-amino-4-fluorobenzyl)-2H-phthalazin-1-one), C(C=CCCC)C1C(OC(C1)=O)=O (3-hex-2-enyldihydrofuran-2,5-dione). The solvent is C1(=CC=CC=C1)C (toluene). Yields the product FC1=C(C=C(C=C1)CC1=NNC(C2=CC=CC=C12)=O)NC(=O)CC(C(=O)O)CC=CCCC (2-{[2-fluoro-5-(4-oxo-3,4-dihydrophthalazin-1-ylmethyl)phenylcarbamoyl]methyl}oct-4-enoic acid). RXN SMILES: [NH2:1][C:2]1[CH:3]=[C:4]([CH:17]=[CH:18][C:19]=1[F:20])[CH2:5][C:6]1[C:15]2[C:10](=[CH:11][CH:12]=[CH:13][CH:14]=2)[C:9](=[O:16])[NH:8][N:7]=1.[CH2:21]([CH:27]1[CH2:31][C:30](=[O:32])[O:29][C:28]1=[O:33])[CH:22]=[CH:23][CH2:24][CH2:25][CH3:26]>C1(C)C=CC=CC=1>[F:20][C:19]1[CH:18]=[CH:17][C:4]([CH2:5][C:6]2[C:15]3[C:10](=[CH:11][CH:12]=[CH:13][CH:14]=3)[C:9](=[O:16])[NH:8][N:7]=2)=[CH:3][C:2]=1[NH:1][C:30]([CH2:31][CH:27]([CH2:21][CH:22]=[CH:23][CH2:24][CH2:25][CH3:26])[C:28]([OH:33])=[O:29])=[O:32]. Procedure: A stirred mixture of 4-(3-amino-4-fluorobenzyl)-2H-phthalazin-1-one (0.1 g, 0.37 mmol; prepared in a manner similar to that described in Example 23), 3-hex-2-enyldihydrofuran-2,5-dione (0.068 g, 0.37 mmol) and toluene (10 ml) was heated under reflux for 20 hours, then the resulting solid was collected by filtration from the hot mixture, washed with ethyl acetate (3 ml) and dried in vacuo to give 2-{[2-fluoro-5-(4-oxo-3,4-dihydrophthalazin-1-ylmethyl)phenylcarbamoyl]methyl}oct-4-enoic acid (0.061... Reactants: FC1=C(C(=C(C(=C1OC(=O)C=1NC2=CC=C(C=C2C1)[N+](=O)[O-])F)F)F)F (5-Nitro-1H-indole-2-carboxylate pentafluorophenyl ester), [N+](=O)([O-])C=1C=C2C=C(NC2=CC1)C(=O)O (5-Nitro-1H-indole-2-carboxylic acid). Yields the product FC1=C(C(=C(C(=C1OC(=O)C=1NC2=CC(=CC=C2C1)[N+](=O)[O-])F)F)F)F (6-Nitro-1H-indole-2-carboxylic acid pentafluorophenyl ester). RXN SMILES: [F:1][C:2]1[C:7]([O:8][C:9]([C:11]2[NH:12][C:13]3[C:18]([CH:19]=2)=[CH:17][C:16]([N+]([O-])=O)=[CH:15][CH:14]=3)=[O:10])=[C:6]([F:23])[C:5]([F:24])=[C:4]([F:25])[C:3]=1[F:26].[N+:27](C1C=C2C(=CC=1)NC(C(O)=O)=C2)([O-:29])=[O:28]>>[F:1][C:2]1[C:7]([O:8][C:9]([C:11]2[NH:12][C:13]3[C:18]([CH:19]=2)=[CH:17][CH:16]=[C:15]([N+:27]([O-:29])=[O:28])[CH:14]=3)=[O:10])=[C:6]([F:23])[C:5]([F:24])=[C:4]([F:25])[C:3]=1[F:26]. Procedure: Compound 192 was synthesized as described for Compound 105 in Example 93, except instead of 104, 191 was used. It was used without isolation. Reactants: 0.165, ClC1=C(C(=C2N1CCNC2)C(=O)N)C2=CC(=CC=C2)F (6-chloro-7-(3-fluorophenyl)-1,2,3,4-tetrahydropyrrolo[1,2-a]pyrazine-8-carboxamide), FC(C(C)(C)NC(OC1=CC=C(C=C1)[N+](=O)[O-])=O)(F)F (4-nitrophenyl 1,1,1-trifluoro-2-methylpropan-2-ylcarbamate), 0.155, C([O-])([O-])=O.[Na+].[Na+] (sodium carbonate), [OH-].[Na+] (sodium hydroxide). The solvent is C(C)#N (acetonitrile). Reaction conditions: temperature 65 celsius. Yields the product ClC1=C(C(=C2N1CCN(C2)C(=O)NC(C(F)(F)F)(C)C)C(=O)N)C2=CC(=CC=C2)F (6-chloro-7-(3-fluorophenyl)-N2-(1,1,1-trifluoro-2-methylpropan-2-yl)-3,4-dihydropyrrolo[1,2-a]pyrazine-2,8(1H)-dicarboxamide). RXN SMILES: [Cl:1][C:2]1[N:6]2[CH2:7][CH2:8][NH:9][CH2:10][C:5]2=[C:4]([C:11]([NH2:13])=[O:12])[C:3]=1[C:14]1[CH:19]=[CH:18][CH:17]=[C:16]([F:20])[CH:15]=1.[F:21][C:22]([F:40])([F:39])[C:23]([NH:26][C:27](=O)[O:28]C1C=CC([N+]([O-])=O)=CC=1)([CH3:25])[CH3:24].C(=O)([O-])[O-].[Na+].[Na+].[OH-].[Na+]>C(#N)C>[Cl:1][C:2]1[N:6]2[CH2:7][CH2:8][N:9]([C:27]([NH:26][C:23]([CH3:25])([CH3:24])[C:22]([F:40])([F:39])[F:21])=[O:28])[CH2:10][C:5]2=[C:4]([C:11]([NH2:13])=[O:12])[C:3]=1[C:14]1[CH:19]=[CH:18][CH:17]=[C:16]([F:20])[CH:15]=1 |f:2.3.4,5.6|. Procedure details: A suspension of 0.165 (0.56 mmol) of 6-chloro-7-(3-fluorophenyl)-1,2,3,4-tetrahydropyrrolo[1,2-a]pyrazine-8-carboxamide, 0.197 g (0.67 mmol) of 4-nitrophenyl 1,1,1-trifluoro-2-methylpropan-2-ylcarbamate and 0.155 (1.12 mmol) of sodium carbonate in 3 ml of acetonitrile is heated at 65° C. for 1 hour 30 minutes. After cooling, the mixture is poured into aqueous 1N sodium hydroxide solution and the product is extracted with dichloromethane. After drying over sodium sulfate and filtering, the solven... Starting materials: COC(C1=C(C=CC(=C1)C[C@@H](C(NCC1=CC=C(C=C1)OC)=O)N)OCC(=O)OC)=O (5-[(2S)-2-Amino-2-(4-methoxy-benzylcarbamoyl)-ethyl]-2-methoxycarbonylmethoxy-benzoic acid methyl ester), C1(=CC=CC=C1)S(=O)(=O)Cl (Benzenesulfonyl chloride). The solvent is N1=CC=CC=C1 (pyridine), C(Cl)Cl (CH2Cl2). Conditions: time 8 hour. Product: COC(C1=C(C=CC(=C1)C[C@@H](C(NCC1=CC=C(C=C1)OC)=O)NS(=O)(=O)C1=CC=CC=C1)OCC(=O)OC)=O (5-[(2S)-2-benzenesulfonylamino-2-(4-methoxy-benzylcarbamoyl)-ethyl]-2-methoxycarbonylmethoxy-benzoic acid methyl ester). As a reaction SMILES: [CH3:1][O:2][C:3](=[O:31])[C:4]1[CH:9]=[C:8]([CH2:10][C@H:11]([NH2:24])[C:12](=[O:23])[NH:13][CH2:14][C:15]2[CH:20]=[CH:19][C:18]([O:21][CH3:22])=[CH:17][CH:16]=2)[CH:7]=[CH:6][C:5]=1[O:25][CH2:26][C:27]([O:29][CH3:30])=[O:28].[C:32]1([S:38](Cl)(=[O:40])=[O:39])[CH:37]=[CH:36][CH:35]=[CH:34][CH:33]=1>N1C=CC=CC=1.C(Cl)Cl>[CH3:1][O:2][C:3](=[O:31])[C:4]1[CH:9]=[C:8]([CH2:10][C@H:11]([NH:24][S:38]([C:32]2[CH:37]=[CH:36][CH:35]=[CH:34][CH:33]=2)(=[O:40])=[O:39])[C:12](=[O:23])[NH:13][CH2:14][C:15]2[CH:20]=[CH:19][C:18]([O:21][CH3:22])=[CH:17][CH:16]=2)[CH:7]=[CH:6][C:5]=1[O:25][CH2:26][C:27]([O:29][CH3:30])=[O:28]. Procedure details: 5-[(2S)-2-Amino-2-(4-methoxy-benzylcarbamoyl)-ethyl]-2-methoxycarbonylmethoxy-benzoic acid methyl ester of Step G (40 mg, 0.072 mmol) is stirred in pyridine (0.5 mL) at 0° C. under N2. Benzenesulfonyl chloride (20 mg, 0.11 mmol) is added and the reaction is stirred overnight at RT. The mixture is then diluted with CH2Cl2 (20 mL), washed with 2N HCl (2×20 mL) and then with saturated NaHCO3 (2×20 mL). The organics are dried over MgSO4, filtered, concentrated and purified by flash column chromatogr... Procedure: A mixture of glycyl-D-serine I (4 g) in methanol (12 ml) was treated with thionyl chloride (4 ml) dropwise over a 15 min period maintaining the temperature below 30°. The mixture was heated at 40°-50° for 3 h, and the solvent was evaporated in vacuo. The residue was triturated under diethyl ether and then dissolved in methanol (80 ml). Aqueous ammonia (8 ml) was added and the resulting solid was filtered off, to give the title compound as a solid (1.95 g) m.p. 218°. Reactants: NCC(=O)N[C@H](CO)C(=O)O (glycyl-D-serine), S(=O)(Cl)Cl (thionyl chloride). The product is OC[C@@H]1C(NCC(N1)=O)=O ((R)-3-(Hydroxymethyl)-2,5-piperazinedione). RXN SMILES: [NH2:1][CH2:2][C:3]([NH:5][C@@H:6]([C:9]([OH:11])=O)[CH2:7][OH:8])=[O:4].S(Cl)(Cl)=O>CO>[OH:8][CH2:7][C@H:6]1[NH:5][C:3](=[O:4])[CH2:2][NH:1][C:9]1=[O:11]. Solvent: CO (methanol).